From a dataset of the Open Reaction Database (ORD), a public repository of structured organic reaction records. describe an organic reaction: reactants, conditions, products, and yield Starting materials: FC(OC1=CC=C(C=C1)C=1C=CC2=C(C=C(CCO2)C(=O)OCC)C1)(F)F (ethyl 7-(4-trifluoromethoxyphenyl)-2,3-dihydro-1-benzoxepine-4-carboxylate), [OH-].[Na+] (sodium hydroxide). Solvent: O1C(CCC1)CCO (tetrahydrofuran-ethanol). Reaction conditions: time 5 day. The product is FC(OC1=CC=C(C=C1)C=1C=CC2=C(C=C(CCO2)C(=O)O)C1)(F)F (7-(4-trifluoromethoxyphenyl)-2,3-dihydro-1-benzoxepine-4-carboxylic acid). The yield is 94.0%. Reaction SMILES: [F:1][C:2]([F:27])([F:26])[O:3][C:4]1[CH:9]=[CH:8][C:7]([C:10]2[CH:11]=[CH:12][C:13]3[O:19][CH2:18][CH2:17][C:16]([C:20]([O:22]CC)=[O:21])=[CH:15][C:14]=3[CH:25]=2)=[CH:6][CH:5]=1.[OH-].[Na+]>O1CCCC1CCO>[F:27][C:2]([F:1])([F:26])[O:3][C:4]1[CH:9]=[CH:8][C:7]([C:10]2[CH:11]=[CH:12][C:13]3[O:19][CH2:18][CH2:17][C:16]([C:20]([OH:22])=[O:21])=[CH:15][C:14]=3[CH:25]=2)=[CH:6][CH:5]=1 |f:1.2|. Procedure details: To a solution of ethyl 7-(4-trifluoromethoxyphenyl)-2,3-dihydro-1-benzoxepine-4-carboxylate (323.9 mg) in tetrahydrofuran-ethanol (5-5 ml) was added 1N sodium hydroxide (2.0 ml) at room temperature, and the mixture was stirred for 5 days and concentrated under reduced pressure. To the residue 1N hydrochloric acid (5 ml) was added, and the mixture was extracted with ethyl acetate. The organic layer was washed with saturated sodium chloride solution, dried with magnesium sulfate and concentrated. ... The reactants are Br, O=C([O-])O, O=N[O-], Nc1n[nH]c2nc(-c3ccc(F)cc3)c(-c3ccncc3)cc12, N, [Na+], [Na+], O. Product: Fc1ccc(-c2nc3[nH]nc(Br)c3cc2-c2ccncc2)cc1. Reaction SMILES: [BrH:34].[C:28](=[O:29])([OH:30])[O-:31].[N:24]([O-:25])=[O:26].[NH2:1][c:2]1[n:3][nH:4][c:5]2[n:6][c:7](-[c:17]3[cH:18][cH:19][c:20]([F:23])[cH:21][cH:22]3)[c:8](-[c:11]3[cH:12][cH:13][n:14][cH:15][cH:16]3)[cH:9][c:10]12.[NH3:33].[Na+:27].[Na+:32].[OH2:35]>>[c:2]1([Br:34])[n:3][nH:4][c:5]2[n:6][c:7](-[c:17]3[cH:18][cH:19][c:20]([F:23])[cH:21][cH:22]3)[c:8](-[c:11]3[cH:12][cH:13][n:14][cH:15][cH:16]3)[cH:9][c:10]12. The reactants are COC(=O)CC(=O)[O-], O=C(c1ncc[nH]1)c1ncc[nH]1, CC[O-], CO, CC[O-], O=C(O)C1CCCC1, [Mg+2], [Mg], C1CCOC1. The product is COC(=O)CC(=O)C1CCCC1. RXN SMILES: [C:1]([CH2:2][C:3](=[O:4])[O-:5])(=[O:6])[O:7][CH3:8].[C:24]([c:25]1[nH:26][cH:27][cH:28][n:29]1)([c:30]1[nH:31][cH:32][cH:33][n:34]1)=[O:35].[CH3:13][CH2:14][O-:15].[CH3:37][OH:38].[CH3:9][CH2:10][O-:11].[CH:16]1([C:21]([OH:22])=[O:23])[CH2:17][CH2:18][CH2:19][CH2:20]1.[Mg+2:12].[Mg:36].[O:39]1[CH2:40][CH2:41][CH2:42][CH2:43]1>>[C:1]([CH2:2][C:3](=[O:4])[CH:16]1[CH2:17][CH2:18][CH2:19][CH2:20]1)(=[O:6])[O:7][CH3:8]. The reactants are potassium tert.butylate, C=C1C2C=3CC4C(C=CC(C4CC3C(C1=C)O2)=O)OS(=O)(=O)C (1,2,3,4,5,8,8a,9,10,10a-decahydro-2,3-dimethylene-1,4-epoxy-8-mesyloxyanthracen-5-one). Run in O1CCCC1 (tetrahydrofuran). Product: C=C1C2C=3CC=4C=CC=C(C4CC3C(C1=C)O2)O (1,2,3,4,9,10-hexahydro-2,3-dimethylene-1,4-epoxyanthracen-5-ol). Reaction SMILES: [CH2:1]=[C:2]1[C:15](=[CH2:16])[CH:14]2[O:17][CH:3]1[C:4]1[CH2:5][CH:6]3[CH:11]([CH2:12][C:13]=12)[C:10](=O)[CH:9]=[CH:8][CH:7]3[O:19]S(C)(=O)=O>O1CCCC1>[CH2:16]=[C:15]1[C:2](=[CH2:1])[CH:3]2[O:17][CH:14]1[C:13]1[CH2:12][C:11]3[CH:10]=[CH:9][CH:8]=[C:7]([OH:19])[C:6]=3[CH2:5][C:4]=12. Procedure: 876 mg of potassium tert.butylate were added under a nitrogen atmosphere to a solution of 2.37 g of 1,2,3,4,5,8,8a,9,10,10a-decahydro-2,3-dimethylene-1,4-epoxy-8-mesyloxyanthracen-5-one in 40 ml of tetrahydrofuran, there being formed 1,2,3,4,9,10-hexahydro-2,3-dimethylene-1,4-epoxyanthracen-5-ol. After stirring at room temperature for 1 hour, a further 877 mg of potassium tert.butylate were added. The mixture was stirred for a further 45 minutes, 1.32 ml of methyl iodide were added and the resul... The reactants are C1C(CC(CC12CCCCC2)=O)=O (spiro[5.5]undecane-2,4-dione), C1(=CC=C(C=C1)S(=O)(=O)N=C=O)C (p-toluenesulfonylisocyanate). Solvent: C1=CC=CC=C1 (benzene). Yields the product C1(=CC=C(C=C1)S(=O)(=O)NC(=O)C1C(CC2(CC1=O)CCCCC2)=O)C (3-[N-(p-TOLUENESULFONYL)CARBAMOYL]SPIRO[5.5]UNDECANE-2,4-DIONE). As a reaction SMILES: [CH2:1]1[C:6]2([CH2:11][CH2:10][CH2:9][CH2:8][CH2:7]2)[CH2:5][C:4](=[O:12])[CH2:3][C:2]1=[O:13].[C:14]1([CH3:26])[CH:19]=[CH:18][C:17]([S:20]([N:23]=[C:24]=[O:25])(=[O:22])=[O:21])=[CH:16][CH:15]=1>C1C=CC=CC=1>[C:14]1([CH3:26])[CH:15]=[CH:16][C:17]([S:20]([NH:23][C:24]([CH:3]2[C:2](=[O:13])[CH2:1][C:6]3([CH2:11][CH2:10][CH2:9][CH2:8][CH2:7]3)[CH2:5][C:4]2=[O:12])=[O:25])(=[O:21])=[O:22])=[CH:18][CH:19]=1. Procedure: Reaction of equimolar amounts of spiro[5.5]undecane-2,4-dione with p-toluenesulfonylisocyanate in benzene according to the procedure of Example 1 affords 3-[N-(p-TOLUENESULFONYL)CARBAMOYL]SPIRO[5.5]UNDECANE-2,4-DIONE, m.p. 150.5°-152° C. (corr.). Reactants: 15, N(=C=S)C1=CC=C(C=C1)N1CCN(CC1)C1=CC=C(C=C1)OC (1-(4-isothiocyanatophenyl)-4-(4-methoxyphenyl)piperazine), COC(CNC)OC (2,2-dimethoxy-N-methylethanamine). The solvent is ClCCl (dichloromethane). Conditions: time 1 hour. Product: 19.4, COC(CN(C(=S)NC1=CC=C(C=C1)N1CCN(CC1)C1=CC=C(C=C1)OC)C)OC (N-(2,2-dimethoxyethyl)-N'-[4-[4-(4-methoxyphenyl)-1-piperazinyl]phenyl]-N-methylthiourea). Yield: 95.0%. Reaction SMILES: [N:1]([C:4]1[CH:9]=[CH:8][C:7]([N:10]2[CH2:15][CH2:14][N:13]([C:16]3[CH:21]=[CH:20][C:19]([O:22][CH3:23])=[CH:18][CH:17]=3)[CH2:12][CH2:11]2)=[CH:6][CH:5]=1)=[C:2]=[S:3].[CH3:24][O:25][CH:26]([O:30][CH3:31])[CH2:27][NH:28][CH3:29]>ClCCl>[CH3:24][O:25][CH:26]([O:30][CH3:31])[CH2:27][N:28]([CH3:29])[C:2]([NH:1][C:4]1[CH:9]=[CH:8][C:7]([N:10]2[CH2:15][CH2:14][N:13]([C:16]3[CH:21]=[CH:20][C:19]([O:22][CH3:23])=[CH:18][CH:17]=3)[CH2:12][CH2:11]2)=[CH:6][CH:5]=1)=[S:3]. Reported procedure: A mixture of 15 parts of 1-(4-isothiocyanatophenyl)-4-(4-methoxyphenyl)piperazine, 6.5 parts of 2,2-dimethoxy-N-methylethanamine and 195 parts of dichloromethane was stirred for 1 hour at room temperature. The reaction mixture was evaporated and the residue was triturated in 4-methyl-2-pentanone. The product was filtered off and dried, yielding 19.4 parts (95%) of N-(2,2-dimethoxyethyl)-N'-[4-[4-(4-methoxyphenyl)-1-piperazinyl]phenyl]-N-methylthiourea; mp. 155.0° C. (40). The reactants are CN=C=O, Nc1nnc(C(F)F)s1. The product is CNC(=O)Nc1nnc(C(F)F)s1. As a reaction SMILES: [CH3:1][N:2]=[C:3]=[O:4].[NH2:5][c:6]1[s:7][c:8]([CH:11]([F:12])[F:13])[n:9][n:10]1>>[CH3:1][NH:2][C:3](=[O:4])[NH:5][c:6]1[s:7][c:8]([CH:11]([F:12])[F:13])[n:9][n:10]1. The reactants are CCO, Nc1nonc1-c1nc2ccccc2n1CC(=O)c1ccc(Cl)c([N+](=O)[O-])c1, Cl, [Fe], O. The product is Nc1cc(C(=O)Cn2c(-c3nonc3N)nc3ccccc32)ccc1Cl. Reaction SMILES: [CH3:30][CH2:31][OH:32].[Cl:1][c:2]1[c:3]([N+:26]([O-:27])=[O:28])[cH:4][c:5]([C:6]([CH2:7][n:8]2[c:9](-[c:17]3[c:18]([NH2:22])[n:19][o:20][n:21]3)[n:10][c:11]3[c:12]2[cH:13][cH:14][cH:15][cH:16]3)=[O:23])[cH:24][cH:25]1.[ClH:29].[Fe:34].[OH2:33]>>[Cl:1][c:2]1[c:3]([NH2:26])[cH:4][c:5]([C:6]([CH2:7][n:8]2[c:9](-[c:17]3[c:18]([NH2:22])[n:19][o:20][n:21]3)[n:10][c:11]3[c:12]2[cH:13][cH:14][cH:15][cH:16]3)=[O:23])[cH:24][cH:25]1.